Task: describe an organic reaction: reactants, conditions, products, and yield. Dataset: the Open Reaction Database (ORD), a public repository of structured organic reaction records Starting materials: CON(C(=O)C=1N=CN(C1)C1=CC(=CC=C1)C=1C(=NC=CC1)Cl)C (1-[3-(2-Chloro-pyridin-3-yl)-phenyl]-1H-imidazole-4-carboxylic acid methoxy-methyl-amide), BrC=1C=C(C=CC1)OC (3-bromoanisole). The product is ClC1=NC=CC=C1C=1C=C(C=CC1)N1C=NC(=C1)C(=O)C1=CC(=CC=C1)OC ({1-[3-(2-Chloro-pyridin-3-yl)-phenyl]-1H-imidazol-4-yl}-(3-methoxy-phenyl)-methanone). As a reaction SMILES: CON(C)[C:4]([C:6]1[N:7]=[CH:8][N:9]([C:11]2[CH:16]=[CH:15][CH:14]=[C:13]([C:17]3[C:18]([Cl:23])=[N:19][CH:20]=[CH:21][CH:22]=3)[CH:12]=2)[CH:10]=1)=[O:5].Br[C:26]1[CH:27]=[C:28]([O:32][CH3:33])[CH:29]=[CH:30][CH:31]=1>>[Cl:23][C:18]1[C:17]([C:13]2[CH:12]=[C:11]([N:9]3[CH:10]=[C:6]([C:4]([C:26]4[CH:31]=[CH:30][CH:29]=[C:28]([O:32][CH3:33])[CH:27]=4)=[O:5])[N:7]=[CH:8]3)[CH:16]=[CH:15][CH:14]=2)=[CH:22][CH:21]=[CH:20][N:19]=1. Procedure details: This compound is prepared by method C using compound 12l and 3-bromoanisole